This data is from the Open Reaction Database (ORD), a public repository of structured organic reaction records. The task is: describe an organic reaction: reactants, conditions, products, and yield The solvent is O1CCOCC1 (dioxan). Reactants: ClCCCSC1=CC=CC=C1 (1-chloro-3-phenylthiopropane), N(CCO)CCO (diethanolamine), [I-].[Na+] (sodium iodide). As a reaction SMILES: Cl[CH2:2][CH2:3][CH2:4][S:5][C:6]1[CH:11]=[CH:10][CH:9]=[CH:8][CH:7]=1.[NH:12]([CH2:16][CH2:17][OH:18])[CH2:13][CH2:14][OH:15].[I-].[Na+]>O1CCOCC1>[OH:15][CH2:14][CH2:13][N:12]([CH2:16][CH2:17][OH:18])[CH2:2][CH2:3][CH2:4][S:5][C:6]1[CH:11]=[CH:10][CH:9]=[CH:8][CH:7]=1 |f:2.3|. Yields the product OCCN(CCCSC1=CC=CC=C1)CCO (1-bis(hydroxyethyl)amino-3-phenylthiopropane). Procedure details: A mixture of 8.30 g (44.5 mmols) of 1-chloro-3-phenylthiopropane, 100 ml of diethanolamine, 13.3 g (88.7 mmols) of sodium iodide and 250 ml of dioxan was heated under reflux for 15 hours. The mixture was concentrated under reduced pressure, and an aqueous saturated sodium bicarbonate solution was added to the mixture followed by extraction of the solution with chloroform 5 times. The chloroform layer was drided over anhydrous sodium sulfate. The solvent was evaporated under reduced pressure, and... The yield is 57.0%. Yield: 875.5%. The solvent is CN(C)C=O (DMF). Reaction SMILES: C1COCC1.[NH:6]([C:20]([O:22][C:23]([CH3:26])([CH3:25])[CH3:24])=[O:21])[C@H:7]([C:17]([OH:19])=O)[CH2:8][O:9][CH2:10][C:11]1[CH:16]=[CH:15][CH:14]=[CH:13][CH:12]=1.C1C=CC2N(O)N=NC=2C=1.[CH3:37][O:38][C:39]([C@@H:41]([NH2:51])[CH2:42][O:43][CH2:44][C:45]1[CH:50]=[CH:49][CH:48]=[CH:47][CH:46]=1)=[O:40].Cl>CN(C=O)C>[NH:6]([C:20]([O:22][C:23]([CH3:26])([CH3:25])[CH3:24])=[O:21])[C@H:7]([C:17]([NH:51][C@H:41]([C:39]([O:38][CH3:37])=[O:40])[CH2:42][O:43][CH2:44][C:45]1[CH:46]=[CH:47][CH:48]=[CH:49][CH:50]=1)=[O:19])[CH2:8][O:9][CH2:10][C:11]1[CH:12]=[CH:13][CH:14]=[CH:15][CH:16]=1 |f:3.4|. Starting materials: C1CCOC1 (THF), N([C@@H](COCC1=CC=CC=C1)C(=O)O)C(=O)OC(C)(C)C (BOC-Ser(Bzl)-OH), C=1C=CC2=C(C1)N=NN2O (HOBT), COC(=O)[C@H](COCC1=CC=CC=C1)N.Cl (H-Ser(Bzl)-Ome.HCl). Yields the product N([C@@H](COCC1=CC=CC=C1)C(=O)N[C@@H](COCC1=CC=CC=C1)C(=O)OC)C(=O)OC(C)(C)C (BOC-Ser(Bzl)-Ser(Bzl)-OMe). Procedure: THF (700 ml) and BOC-Ser(Bzl)-OH (23.6 g, 0.8 M) and HOBT (108 g, 0.8 M) were added to H-Ser(Bzl)-Ome.HCl (196.57 g, 0.8 M); and DMF (200 ml) was added to prepare a solution. WSCI (146 ml, 0.8 M) was added dropwise thereto at 0° C. and the mixture was stirred at 0° C. for one hour and at room temperature overnight. The reaction mixture was concentrated in vacuo, and ethyl acetate (1 l.) was added to the residue, which was then washed with 5% sodium bicarbonate solution, 1 N HCl and water, each t... Run at temperature 0 celsius, time 8 hour. Starting materials: ClC1=C2C=CC(=NC2=NC=C1)C(F)(F)F (5-Chloro-2-trifluoromethyl[1,8]naphthyridine), FC1=C(C=CC=C1C=1C=NC=CC1)B(O)O (2-fluoro-3-(pyridin-3-yl)benzeneboronic acid). Product: FC1=C(C=CC=C1C=1C=NC=CC1)C1=C2C=CC(=NC2=NC=C1)C(F)(F)F (5-(2-fluoro-3-pyridin-3-ylphenyl)-2-trifluoromethyl[1,8]naphthyridine). The yield is 44.3%. As a reaction SMILES: Cl[C:2]1[CH:11]=[CH:10][N:9]=[C:8]2[C:3]=1[CH:4]=[CH:5][C:6]([C:12]([F:15])([F:14])[F:13])=[N:7]2.[F:16][C:17]1[C:22]([C:23]2[CH:24]=[N:25][CH:26]=[CH:27][CH:28]=2)=[CH:21][CH:20]=[CH:19][C:18]=1B(O)O>>[F:16][C:17]1[C:22]([C:23]2[CH:24]=[N:25][CH:26]=[CH:27][CH:28]=2)=[CH:21][CH:20]=[CH:19][C:18]=1[C:2]1[CH:11]=[CH:10][N:9]=[C:8]2[C:3]=1[CH:4]=[CH:5][C:6]([C:12]([F:15])([F:14])[F:13])=[N:7]2. Reported procedure: 5-Chloro-2-trifluoromethyl[1,8]naphthyridine (50 mg, 0.22 mmol) was coupled to 2-fluoro-3-(pyridin-3-yl)benzeneboronic acid (61 mg, 0.28 mmol) as described in Example 7 part g), affording 5-(2-fluoro-3-pyridin-3-ylphenyl)-2-trifluoromethyl[1,8]naphthyridine (36 mg, 45%). δH (360 MHz, CDCl3) 7.40-7.55 (3H, m), 7.65-7.70 (2H, m), 7.84 (1H, d, J 8.4), 7.93 (1H, dq, J 8.1 and 1.9), 8.37 (1H, dd, J 2.3 and 8.6), 8.67 (1H, dd, J 1.6 and 4.7), 8.86 (1H, s), 9.34 (1H, d, J 4.6). m/z (ES+) 370 [MH]+. The product is BrCCCC1=C(C=C(C=C1C)C1=NC2=CC(=CC(=C2C(N1)=O)OC)OC)C (2-[4-(3-bromo-propyl)-3,5-dimethyl-phenyl]-5,7-dimethoxy-3H-quinazolin-4-one). RXN SMILES: O[CH2:2][CH2:3][CH2:4][C:5]1[C:10]([CH3:11])=[CH:9][C:8]([C:12]2[NH:21][C:20](=[O:22])[C:19]3[C:14](=[CH:15][C:16]([O:25][CH3:26])=[CH:17][C:18]=3[O:23][CH3:24])[N:13]=2)=[CH:7][C:6]=1[CH3:27].C1(P(C2C=CC=CC=2)C2C=CC=CC=2)C=CC=CC=1.C(Br)(Br)(Br)[Br:48]>CN(C)C=O>[Br:48][CH2:2][CH2:3][CH2:4][C:5]1[C:10]([CH3:11])=[CH:9][C:8]([C:12]2[NH:21][C:20](=[O:22])[C:19]3[C:14](=[CH:15][C:16]([O:25][CH3:26])=[CH:17][C:18]=3[O:23][CH3:24])[N:13]=2)=[CH:7][C:6]=1[CH3:27]. Procedure: To a solution of 2-[4-(3-hydroxy-propyl)-3,5-dimethyl-phenyl]-5,7-dimethoxy-3H-quinazolin-4-one (1.00 g, 2.70 mmol) in anhydrous N,N-dimethylformamide (15 mL) were added triphenylphosphine (0.78 g, 3.00 mmol) and carbon tetrabromide (1.00 g, 3.00 mmol). The reaction mixture was stirred at room temperature for 16 hours. DMF was removed under reduced pressure. The residue was purified by column chromatography (silica gel 230-400 mesh; 3% methanol in dichloromethane as eluent) to give 2-[4-(3-bromo... Conditions: time 16 hour. The reactants are OCCCC1=C(C=C(C=C1C)C1=NC2=CC(=CC(=C2C(N1)=O)OC)OC)C (2-[4-(3-hydroxy-propyl)-3,5-dimethyl-phenyl]-5,7-dimethoxy-3H-quinazolin-4-one), C1(=CC=CC=C1)P(C1=CC=CC=C1)C1=CC=CC=C1 (triphenylphosphine), C(Br)(Br)(Br)Br (carbon tetrabromide). The solvent is CN(C=O)C (N,N-dimethylformamide). The reactants are C1(=CC=C(C=C1)S(=O)(=O)Cl)C (p-toluenesulfonyl chloride), C(C)(C)(C)OC(=O)N1CCN(CCC1)S(=O)(=O)C=1C=C2C=C[N+](=CC2=CC1)[O-] (6-(4-tert-butoxycarbonyl-1,4-diazepan-1-ylsulfonyl)isoquinoline 2-oxide), N1=CC=CC=C1 (pyridine), ice water. Run at time 16 hour. The product is NC1=NC=CC2=CC(=CC=C12)S(=O)(=O)N1CCN(CCC1)C(=O)OC(C)(C)C (1-amino-6-(4-tert-butoxycarbonyl-1,4-diazepan-1-ylsulfonyl)isoquinoline). Reaction SMILES: C1(C)C=CC(S(Cl)(=O)=O)=CC=1.[C:12]([O:16][C:17]([N:19]1[CH2:25][CH2:24][CH2:23][N:22]([S:26]([C:29]2[CH:30]=[C:31]3[C:36](=[CH:37][CH:38]=2)[CH:35]=[N+:34]([O-])[CH:33]=[CH:32]3)(=[O:28])=[O:27])[CH2:21][CH2:20]1)=[O:18])([CH3:15])([CH3:14])[CH3:13].[N:40]1C=CC=CC=1>>[NH2:40][C:35]1[C:36]2[C:31](=[CH:30][C:29]([S:26]([N:22]3[CH2:23][CH2:24][CH2:25][N:19]([C:17]([O:16][C:12]([CH3:15])([CH3:14])[CH3:13])=[O:18])[CH2:20][CH2:21]3)(=[O:28])=[O:27])=[CH:38][CH:37]=2)[CH:32]=[CH:33][N:34]=1. Reported procedure: 310 mg of p-toluenesulfonyl chloride was added to a pyridine (20 mL) solution of 510 mg of 6-(4-tert-butoxycarbonyl-1,4-diazepan-1-ylsulfonyl)isoquinoline 2-oxide obtained in Step 1 of Example 53, and the mixture was stirred at room temperature for 16 hours. Then, the reaction solvent was distilled off under reduced pressure. To the obtained residue, 9 mL of 2-ethanolamine was added, and the mixture was stirred at room temperature for 6 hours. After the completion of reaction, the reaction solut...